Task: describe an organic reaction: reactants, conditions, products, and yield. Dataset: the Open Reaction Database (ORD), a public repository of structured organic reaction records The reactants are O1\C(\CCC1)=C/S(=O)(=O)N1CCC2(CCN(C2=O)C2=CC=C(C=C2)OC(F)(F)F)CC1 (8-[dihydro-furan-(2Z)-ylidenemethanesulfonyl]-2-(4-trifluoromethoxy-phenyl)-2,8-diaza-spiro[4.5]decan-1-one). Run in CO (MeOH). Run at time 16 hour. Product: O1C(CCC1)CS(=O)(=O)N1CCC2(CCN(C2=O)C2=CC=C(C=C2)OC(F)(F)F)CC1 (8-(tetrahydro-furan-2-ylmethanesulfonyl)-2-(4-trifluoromethoxy-phenyl)-2,8-diaza-spiro[4.5]decan-1-one). Yield: 36.0%. RXN SMILES: [O:1]1[CH2:5][CH2:4][CH2:3]/[C:2]/1=[CH:6]/[S:7]([N:10]1[CH2:31][CH2:30][C:13]2([C:17](=[O:18])[N:16]([C:19]3[CH:24]=[CH:23][C:22]([O:25][C:26]([F:29])([F:28])[F:27])=[CH:21][CH:20]=3)[CH2:15][CH2:14]2)[CH2:12][CH2:11]1)(=[O:9])=[O:8]>CO>[O:1]1[CH2:5][CH2:4][CH2:3][CH:2]1[CH2:6][S:7]([N:10]1[CH2:11][CH2:12][C:13]2([C:17](=[O:18])[N:16]([C:19]3[CH:24]=[CH:23][C:22]([O:25][C:26]([F:28])([F:29])[F:27])=[CH:21][CH:20]=3)[CH2:15][CH2:14]2)[CH2:30][CH2:31]1)(=[O:9])=[O:8]. Procedure details: 8-[Dihydro-furan-(2Z)-ylidenemethanesulfonyl]-2-(4-trifluoromethoxy-phenyl)-2,8-diaza-spiro[4.5]decan-1-one (described in example 213, 15 mg, 0.03 mmol) was dissolved in MeOH (2 mL). The flask was evacuated and then purged with argon. Pd/C (2 mg) was added in one portion and the flask was evacuated, then purged with hydrogen three times. The reaction mixture was then stirred at room temperature for 16 h. The mixture was filtered through Celite® and the filtrate was then concentrated in vacuo and... Starting materials: CO, O=c1cc(COC2CCCCO2)occ1OCCCl, Cl, N, O. The product is O=c1cc(CO)occ1OCCCl. RXN SMILES: [CH3:22][OH:23].[Cl:1][CH2:2][CH2:3][O:4][c:5]1[c:6](=[O:19])[cH:7][c:8]([CH2:11][O:12][CH:13]2[CH2:14][CH2:15][CH2:16][CH2:17][O:18]2)[o:9][cH:10]1.[ClH:24].[NH3:21].[OH2:20]>>[Cl:1][CH2:2][CH2:3][O:4][c:5]1[c:6](=[O:19])[cH:7][c:8]([CH2:11][OH:12])[o:9][cH:10]1. Starting materials: C(C)(=O)OCC (ethyl acetate), ClC1=NC=C(C=C1)[N+](=O)[O-] (2-chloro-5-nitropyridine), NC=1C=C(C=CC1Cl)O (3-amino-4-chlorophenol), C([O-])([O-])=O.[K+].[K+] (potassium carbonate). The solvent is CN(C=O)C (N,N-dimethylformamide). Reaction conditions: time 16 hour. Yields the product ClC1=C(N)C=C(C=C1)OC1=NC=C(C=C1)[N+](=O)[O-] (2-chloro-5-[(5-nitropyridin-2-yl)oxy]aniline). Isolated yield 84.6%. As a reaction SMILES: Cl[C:2]1[CH:7]=[CH:6][C:5]([N+:8]([O-:10])=[O:9])=[CH:4][N:3]=1.[NH2:11][C:12]1[CH:13]=[C:14]([OH:19])[CH:15]=[CH:16][C:17]=1[Cl:18].C(=O)([O-])[O-].[K+].[K+].C(OCC)(=O)C>CN(C)C=O>[Cl:18][C:17]1[CH:16]=[CH:15][C:14]([O:19][C:2]2[CH:7]=[CH:6][C:5]([N+:8]([O-:10])=[O:9])=[CH:4][N:3]=2)=[CH:13][C:12]=1[NH2:11] |f:2.3.4|. Procedure: To a solution of 2-chloro-5-nitropyridine (4.76 g, 30 mmol) and 3-amino-4-chlorophenol (4.31 g, 30 mmol) in N,N-dimethylformamide (15 mL) was added potassium carbonate (4.15 g, 30 mmol), and the mixture was stirred at room temperature for 16 hr. To the reaction mixture was added ethyl acetate (80 mL), and the mixture was washed successively with water (50 mL) and saturated brine (50 mL). The organic layer was dried over anhydrous magnesium sulfate, and concentrated under reduced pressure. The re... The reactants are C1CCNCC1, CO, CC(C)(C)Oc1ccc(CC(NC(=O)OCC2c3ccccc3-c3ccccc32)C(=O)N2Cc3ccccc3CC2c2nc(-c3ccccc3)c[nH]2)cc1. The product is CC(C)(C)Oc1ccc(CC(N)C(=O)N2Cc3ccccc3CC2c2nc(-c3ccccc3)c[nH]2)cc1. RXN SMILES: [CH2:1]1[CH2:2][CH2:3][NH:4][CH2:5][CH2:6]1.[CH3:61][OH:62].[cH:7]1[c:8]2[c:20]([cH:21][cH:22][cH:60]1)-[c:15]1[c:14]([cH:19][cH:18][cH:17][cH:16]1)[CH:9]2[CH2:10][O:11][C:12](=[O:13])[NH:23][CH:24]([C:25]([N:26]1[CH2:27][c:28]2[cH:29][cH:30][cH:31][cH:32][c:33]2[CH2:34][CH:35]1[c:36]1[nH:37][cH:38][c:39](-[c:41]2[cH:42][cH:43][cH:44][cH:45][cH:46]2)[n:40]1)=[O:47])[CH2:48][c:49]1[cH:50][cH:51][c:52]([O:55][C:56]([CH3:57])([CH3:58])[CH3:59])[cH:53][cH:54]1>>[NH2:23][CH:24]([C:25]([N:26]1[CH2:27][c:28]2[cH:29][cH:30][cH:31][cH:32][c:33]2[CH2:34][CH:35]1[c:36]1[nH:37][cH:38][c:39](-[c:41]2[cH:42][cH:43][cH:44][cH:45][cH:46]2)[n:40]1)=[O:47])[CH2:48][c:49]1[cH:50][cH:51][c:52]([O:55][C:56]([CH3:57])([CH3:58])[CH3:59])[cH:53][cH:54]1.